Dataset: the Open Reaction Database (ORD), a public repository of structured organic reaction records. Task: describe an organic reaction: reactants, conditions, products, and yield Reactants: ClC1=NC=C(C(=N1)N[C@H]1CC(N2CCC[C@H]2C1)(C)C)F ((7R,8aS)-N-(2-chloro-5-fluoropyrimidin-4-yl)-5,5-dimethyloctahydroindolizin-7-amine), O1CC(C1)N1CCC(CC1)OC1=C(C=C(N)C=C1)C(F)(F)F (4-((1-(oxetan-3-yl)piperidin-4-yl)oxy)-3-(trifluoromethyl)aniline), CC=1C=CC(=CC1)S(=O)(=O)O (PTSA), crude mixture. Solvent: CCOC(=O)C (EtOAc), CC(C)O (iPrOH). Run at temperature 100 celsius. The product is CC1(N2CCC[C@H]2C[C@H](C1)NC1=NC(=NC=C1F)NC1=CC(=C(C=C1)OC1CCN(CC1)C1COC1)C(F)(F)F)C (N4-((7R,8aS)-5,5-dimethyloctahydroindolizin-7-yl)-5-fluoro-N2-(4-((1-(oxetan-3-yl)piperidin-4-yl)oxy)-3-(trifluoromethyl)phenyl)pyrimidine-2,4-diamine). Yield: 70.0%. Reaction SMILES: Cl[C:2]1[N:7]=[C:6]([NH:8][C@@H:9]2[CH2:17][C@H:16]3[N:12]([CH2:13][CH2:14][CH2:15]3)[C:11]([CH3:19])([CH3:18])[CH2:10]2)[C:5]([F:20])=[CH:4][N:3]=1.[O:21]1[CH2:24][CH:23]([N:25]2[CH2:30][CH2:29][CH:28]([O:31][C:32]3[CH:38]=[CH:37][C:35]([NH2:36])=[CH:34][C:33]=3[C:39]([F:42])([F:41])[F:40])[CH2:27][CH2:26]2)[CH2:22]1.CC1C=CC(S(O)(=O)=O)=CC=1>CC(O)C.CCOC(C)=O>[CH3:18][C:11]1([CH3:19])[CH2:10][C@H:9]([NH:8][C:6]2[C:5]([F:20])=[CH:4][N:3]=[C:2]([NH:36][C:35]3[CH:37]=[CH:38][C:32]([O:31][CH:28]4[CH2:27][CH2:26][N:25]([CH:23]5[CH2:24][O:21][CH2:22]5)[CH2:30][CH2:29]4)=[C:33]([C:39]([F:42])([F:41])[F:40])[CH:34]=3)[N:7]=2)[CH2:17][C@H:16]2[N:12]1[CH2:13][CH2:14][CH2:15]2. Procedure details: A mixture of (7R,8aS)-N-(2-chloro-5-fluoropyrimidin-4-yl)-5,5-dimethyloctahydroindolizin-7-amine (0.25 g, 1.0 eq, 0.8 mmol), 4-((1-(oxetan-3-yl)piperidin-4-yl)oxy)-3-(trifluoromethyl)aniline (0.3 g, 1.2 eq, 1.0 mmol), PTSA (0.14 g, 0.9 eq, 0.8 mmol) was taken in iPrOH (20 mL) and heated at 100° C. overnight. The volatiles were removed under vacuum to leave a crude solid. The crude mixture was dissolved in EtOAc (50 mL) and partitioned with 1N aqueous NaOH solution (25 mL). Organic layers were se...